Dataset: the Open Reaction Database (ORD), a public repository of structured organic reaction records. Task: describe an organic reaction: reactants, conditions, products, and yield Reactants: OC1CCC2=CC3=C(C=C12)OCO3 (1-hydroxy-5,6-methylenedioxyindane), C(C)(=O)O (acetic acid), O (Water), C([O-])([O-])=O.[K+].[K+] (potassium carbonate). Solvent: C1(=CC=CC=C1)C (toluene). Yields the product C1OC=2C=C3C=CCC3=CC2O1 (5,6-methylenedioxyindene). Isolated yield 92.7%. Reaction SMILES: O[CH:2]1[C:10]2[C:5](=[CH:6][C:7]3[O:13][CH2:12][O:11][C:8]=3[CH:9]=2)[CH2:4][CH2:3]1.C(O)(=O)C.O.C(=O)([O-])[O-].[K+].[K+]>C1(C)C=CC=CC=1>[CH2:12]1[O:11][C:8]2[CH:9]=[C:10]3[C:5]([CH:4]=[CH:3][CH2:2]3)=[CH:6][C:7]=2[O:13]1 |f:3.4.5|. Reported procedure: A solution of 10.8 g of 1-hydroxy-5,6-methylenedioxyindane and 15 ml of acetic acid in 100 ml of toluene was heated under reflux for 4 h. Water and a small amount of potassium carbonate were added to the reaction mixture. After extraction with ethyl acetate, the organic layer was washed with water and an aqueous common salt solution and dried over magnesium sulfate. The solvent was distilled off and the residue was treated according to silica gel column chromatography (chloroform/hexane=1:3) to ... Starting materials: COC=1C=CC2=C(C=C(O2)C(=O)O)C1 (5-Methoxybenzofuran-2-carboxylic acid), CO (MeOH), S(=O)(Cl)Cl (thionyl chloride). The solvent is O (water). Conditions: time 72 hour. Yields the product COC(=O)C=1OC2=C(C1)C=C(C=C2)OC (5-methoxybenzofuran-2-carboxylic acid methyl ester). Reaction SMILES: [CH3:1][O:2][C:3]1[CH:4]=[CH:5][C:6]2[O:10][C:9]([C:11]([OH:13])=[O:12])=[CH:8][C:7]=2[CH:14]=1.[CH3:15]O.S(Cl)(Cl)=O>O>[CH3:15][O:12][C:11]([C:9]1[O:10][C:6]2[CH:5]=[CH:4][C:3]([O:2][CH3:1])=[CH:14][C:7]=2[CH:8]=1)=[O:13]. Procedure details: 5-Methoxybenzofuran-2-carboxylic acid (5.04 g, 26 mmol) was weighed into a 200 ml round bottom flask fitted with a stir bar, septum and nitrogen inlet. Anhydrous MeOH (50 ml) was added under nitrogen atmosphere. The solution was cooled in an ice bath and thionyl chloride (2.3 ml, 32 mmol) was added dropwise with vigorous stirring. After stirring for 72 h at room temperature, the reaction mixture was poured into water (150 ml) and the white solid was collected. The solid was dissolved in toluene ... Reactants: C(C)C1=CC=C(C=C1)C1=CC(SC2=CC=C(C=C12)C#CC1=CC(=C(C(=O)OCC)C=C1)F)(C)C (ethyl 4-[[4-(4-ethylphenyl)-2,2-dimethyl-(2H)-thiochromen-6-yl]-ethynyl]-2-fluorobenzoate), C(C)C1=CC=C(C=C1)C1=CC(SC2=CC=C(C=C12)C#CC1=CC(=C(C(=O)OCC)C=C1)F)(C)C (ethyl 4-[[4-(4-ethylphenyl)-2,2-dimethyl-(2H)-thiochromen-6-yl]-ethynyl]-2-fluorobenzoate), [OH-].[Na+] (NaOH), aqueous solution, Cl (HCl). Run in C1CCOC1 (THF), CCO (EtOH). Run at time 8 hour. Product: C(C)C1=CC=C(C=C1)C1=CC(SC2=CC=C(C=C12)C#CC1=CC(=C(C(=O)O)C=C1)F)(C)C (4-[[4-(4-ethylphenyl)-2,2-dimethyl-(2H)-thiochromen-6-yl]-ethynyl]-2-fluorobenzoic acid). Isolated yield 84.9%. As a reaction SMILES: [CH2:1]([C:3]1[CH:8]=[CH:7][C:6]([C:9]2[C:18]3[C:13](=[CH:14][CH:15]=[C:16]([C:19]#[C:20][C:21]4[CH:31]=[CH:30][C:24]([C:25]([O:27]CC)=[O:26])=[C:23]([F:32])[CH:22]=4)[CH:17]=3)[S:12][C:11]([CH3:34])([CH3:33])[CH:10]=2)=[CH:5][CH:4]=1)[CH3:2].[OH-].[Na+].Cl>C1COCC1.CCO>[CH2:1]([C:3]1[CH:4]=[CH:5][C:6]([C:9]2[C:18]3[C:13](=[CH:14][CH:15]=[C:16]([C:19]#[C:20][C:21]4[CH:31]=[CH:30][C:24]([C:25]([OH:27])=[O:26])=[C:23]([F:32])[CH:22]=4)[CH:17]=3)[S:12][C:11]([CH3:33])([CH3:34])[CH:10]=2)=[CH:7][CH:8]=1)[CH3:2] |f:1.2|. Procedure: To a solution of ethyl 4-[[4-(4-ethylphenyl)-2,2-dimethyl-(2H)-thiochromen-6-yl]-ethynyl]-2-fluorobenzoate (Compound 237, 125.0 mg, 0.266 mmol) in 3.0 mL THF and 3.0 mL EtOH was added NaOH (120.0 mg, 3.0 mmol, 3.0 mL of a 1M aqueous solution). The resulting solution was stirred overnight at room temperature. The reaction mixture was acidified with 10% aqueous HCl and extracted with EtOAc. The combined organic layers were washed with H2O, saturated aqueous NaCl, and dried (Na2SO4) before removing... The reactants are [Br-], COC(=CC(=O)C(Cl)(Cl)Cl)CBr, CC(=O)[O-], CC(=O)O, CCCC[N+](CCCC)(CCCC)CCCC, CC#N, [Cs+]. The product is COC(=CC(=O)C(Cl)(Cl)Cl)COC(C)=O. RXN SMILES: [Br-:22].[Br:1][CH2:2][C:3](=[CH:4][C:5]([C:6]([Cl:7])([Cl:8])[Cl:9])=[O:10])[O:11][CH3:12].[C:13]([CH3:14])(=[O:15])[O-:16].[CH3:18][C:19](=[O:20])[OH:21].[CH3:23][CH2:24][CH2:25][CH2:26][N+:27]([CH2:28][CH2:29][CH2:30][CH3:31])([CH2:32][CH2:33][CH2:34][CH3:35])[CH2:36][CH2:37][CH2:38][CH3:39].[CH3:40][C:41]#[N:42].[Cs+:17]>>[CH2:2]([C:3](=[CH:4][C:5]([C:6]([Cl:7])([Cl:8])[Cl:9])=[O:10])[O:11][CH3:12])[O:16][C:13]([CH3:14])=[O:15].